From a dataset of the Open Reaction Database (ORD), a public repository of structured organic reaction records. describe an organic reaction: reactants, conditions, products, and yield The reactants are C(C)C1(COC2(OC1)C(C(NC(C2)(C)CC)(C)CC)C)CO (3,8,10-triethyl-7,8,10-trimethyl-1,5-dioxa-9-azaspiro[5.5]undec-3-ylmethanol), C(CCCCCCCCCCCCCCCCC)(=O)Cl (stearoyl chloride). Run in O (water), N1=CC=CC=C1 (pyridine). Reaction conditions: time 18 hour. Product: C(CCCCCCCCCCCCCCCCC)(=O)OCC1(COC2(OC1)C(C(N(C(C2)(C)CC)OC(C)=O)(C)CC)C)CC (9-Acetoxy-3,8,10-triethyl-7,8,10-trimethyl-1,5-dioxa-9-azaspiro[5.5]undec-3-ylmethyl stearate). Reaction SMILES: [CH2:1]([C:3]1([CH2:21][OH:22])[CH2:8][O:7][C:6]2([CH2:13][C:12]([CH2:15][CH3:16])([CH3:14])[NH:11][C:10]([CH2:18][CH3:19])([CH3:17])[CH:9]2[CH3:20])[O:5][CH2:4]1)[CH3:2].[C:23](Cl)(=[O:41])[CH2:24][CH2:25][CH2:26][CH2:27][CH2:28][CH2:29][CH2:30][CH2:31][CH2:32][CH2:33][CH2:34][CH2:35][CH2:36][CH2:37][CH2:38][CH2:39][CH3:40]>N1C=CC=CC=1.O>[C:23]([O:22][CH2:21][C:3]1([CH2:1][CH3:2])[CH2:4][O:5][C:6]2([CH2:13][C:12]([CH2:15][CH3:16])([CH3:14])[N:11]([O:7][C:6](=[O:5])[CH3:9])[C:10]([CH2:18][CH3:19])([CH3:17])[CH:9]2[CH3:20])[O:7][CH2:8]1)(=[O:41])[CH2:24][CH2:25][CH2:26][CH2:27][CH2:28][CH2:29][CH2:30][CH2:31][CH2:32][CH2:33][CH2:34][CH2:35][CH2:36][CH2:37][CH2:38][CH2:39][CH3:40]. Reported procedure: 12 g (0.037 mol) of 3,8,10-triethyl-7,8,10-trimethyl-1,5-dioxa-9-azaspiro[5.5]undec-3-ylmethanol (for method of preparation, see U.S. Pat. No. 4,105,626) are dissolved in 40 ml of pyridine and admixed with 11.7 g (0.039 mol) of stearoyl chloride. After stirring for 18 hours at room temperature, the reaction mixture is diluted with 200 ml of water and extracted with 2×50 ml of methyl-t-butylether. After distilling off the solvent, the resulting stearoyl nitroxide is converted by a method analogou... Yields the product FC1=C(C=CC(=C1)F)C=1N=C2N(C1C=1C=CC=3N(N1)C(=NN3)C(CO)(C)C)CCC2 (2-(6-(2-(2,4-Difluorophenyl)-6,7-dihydro-5H-pyrrolo[1,2-a]imidazol-3-yl)-[1,2,4]triazolo[4,3-b]pyridazin-3-yl)-2-methylpropan-1-ol). Run in C1CCOC1 (THF). Reported procedure: The 3-(1-(tert-butyldimethylsilyloxy)-2-methylpropan-2-yl)-6-(2-(2,4-difluorophenyl)-6,7-dihydro-5H-pyrrolo[1,2-a]imidazol-3-yl)-[1,2,4]triazolo[4,3-b]pyridazine (0.606 g, 1.16 mmol, Preparation #E.1.1.1) was dissolved in THF (15 mL) and reacted at about ambient temperature with TBAF (1.0 M in THF, 1.39 mL, 1.39 mmol) for about 4 h. The crude reaction mixture was partitioned between water and DCM. The organics were dried over MgSO4, filtered and concentrated under reduced pressure. The resulting... RXN SMILES: [Si]([O:8][CH2:9][C:10]([C:13]1[N:17]2[N:18]=[C:19]([C:22]3[N:26]4[CH2:27][CH2:28][CH2:29][C:25]4=[N:24][C:23]=3[C:30]3[CH:35]=[CH:34][C:33]([F:36])=[CH:32][C:31]=3[F:37])[CH:20]=[CH:21][C:16]2=[N:15][N:14]=1)([CH3:12])[CH3:11])(C(C)(C)C)(C)C.CCCC[N+](CCCC)(CCCC)CCCC.[F-]>C1COCC1>[F:37][C:31]1[CH:32]=[C:33]([F:36])[CH:34]=[CH:35][C:30]=1[C:23]1[N:24]=[C:25]2[CH2:29][CH2:28][CH2:27][N:26]2[C:22]=1[C:19]1[CH:20]=[CH:21][C:16]2[N:17]([C:13]([C:10]([CH3:12])([CH3:11])[CH2:9][OH:8])=[N:14][N:15]=2)[N:18]=1 |f:1.2|. The reactants are [Si](C)(C)(C(C)(C)C)OCC(C)(C)C1=NN=C2N1N=C(C=C2)C2=C(N=C1N2CCC1)C1=C(C=C(C=C1)F)F (3-(1-(tert-butyldimethylsilyloxy)-2-methylpropan-2-yl)-6-(2-(2,4-difluorophenyl)-6,7-dihydro-5H-pyrrolo[1,2-a]imidazol-3-yl)-[1,2,4]triazolo[4,3-b]pyridazine), CCCC[N+](CCCC)(CCCC)CCCC.[F-] (TBAF). Isolated yield 15.5%. Starting materials: O=c1cnc2c([N+](=O)[O-])c(Br)c(Cl)cc2[nH]1, [K+], O=[N+]([O-])[O-], O=S(=O)(O)O. Yields the product O=c1[nH]c2cc(Cl)c(Br)c([N+](=O)[O-])c2[nH]c1=O. RXN SMILES: [Br:1][c:2]1[c:3]([N+:14](=[O:15])[O-:16])[c:4]2[n:5][cH:6][c:7](=[O:13])[nH:8][c:9]2[cH:10][c:11]1[Cl:12].[K+:21].[N+:17](=[O:18])([O-:19])[O-:20].[S:22](=[O:23])(=[O:24])([OH:25])[OH:26]>>[Br:1][c:2]1[c:3]([N+:14](=[O:15])[O-:16])[c:4]2[nH:5][c:6](=[O:18])[c:7](=[O:13])[nH:8][c:9]2[cH:10][c:11]1[Cl:12]. Reactants: FC=1C=C(C=CC1OC1=CC=NC2=CC(=CC=C12)OCC1(CC1)O)NC(=O)C=1C(N(N(C1C)C)C1=CC=CC=C1)=O (N-(3-fluoro-4-(7-((1-hydroxycyclopropyl)methoxy)-quinolin-4-yloxy)phenyl)-1,5-dimethyl-3-oxo-2-phenyl-2,3-dihydro-1H-pyrazole-4-carboxamide), C(=O)(OC(C)(C)C)NCC(=O)O (N-Boc-glycine), C1CCC(CC1)N=C=NC2CCCCC2 (DCC). The reagents and catalysts are CN(C)C=1C=CN=CC1 (DMAP). Run in ClCCl (dichloromethane). Reaction conditions: time 8 hour. Yields the product C(C)(C)(C)OC(=O)NCC(=O)OC1(CC1)COC1=CC=C2C(=CC=NC2=C1)OC1=C(C=C(C=C1)NC(=O)C=1C(N(N(C1C)C)C1=CC=CC=C1)=O)F (1-((4-(4-(1,5-dimethyl-3-oxo-2-phenyl-2,3-dihydro-1H-pyrazole-4-carboxamido)-2-fluorophenoxy)quinolin-7-yloxy)methyl)cyclopropyl 2-(tert-butoxycarbonylamino)acetate). The yield is 78.1%. Reaction SMILES: [F:1][C:2]1[CH:3]=[C:4]([NH:25][C:26]([C:28]2[C:29](=[O:41])[N:30]([C:35]3[CH:40]=[CH:39][CH:38]=[CH:37][CH:36]=3)[N:31]([CH3:34])[C:32]=2[CH3:33])=[O:27])[CH:5]=[CH:6][C:7]=1[O:8][C:9]1[C:18]2[C:13](=[CH:14][C:15]([O:19][CH2:20][C:21]3([OH:24])[CH2:23][CH2:22]3)=[CH:16][CH:17]=2)[N:12]=[CH:11][CH:10]=1.[C:42]([NH:49][CH2:50][C:51](O)=[O:52])([O:44][C:45]([CH3:48])([CH3:47])[CH3:46])=[O:43].C1CCC(N=C=NC2CCCCC2)CC1>CN(C1C=CN=CC=1)C.ClCCl>[C:45]([O:44][C:42]([NH:49][CH2:50][C:51]([O:24][C:21]1([CH2:20][O:19][C:15]2[CH:14]=[C:13]3[C:18]([C:9]([O:8][C:7]4[CH:6]=[CH:5][C:4]([NH:25][C:26]([C:28]5[C:29](=[O:41])[N:30]([C:35]6[CH:36]=[CH:37][CH:38]=[CH:39][CH:40]=6)[N:31]([CH3:34])[C:32]=5[CH3:33])=[O:27])=[CH:3][C:2]=4[F:1])=[CH:10][CH:11]=[N:12]3)=[CH:17][CH:16]=2)[CH2:22][CH2:23]1)=[O:52])=[O:43])([CH3:48])([CH3:47])[CH3:46]. Procedure: To a mixture of N-(3-fluoro-4-(7-((1-hydroxycyclopropyl)methoxy)-quinolin-4-yloxy)phenyl)-1,5-dimethyl-3-oxo-2-phenyl-2,3-dihydro-1H-pyrazole-4-carboxamide (100 mg, 0.18 mmol), N-Boc-glycine (63 mg, 0.36 mmol, Alfa), and DMAP (3 mg, 0.018 mmol, Aladdin) in 10 mL of dichloromethane was added DCC (189 mg, 0.9 mmol, Aldrich) slowly at 0° C. After stirring at rt overnight, the mixture was filtered and washed with dichloromethane (10 mL×2). The combined organic phases were dried over Na2SO4 and conce... Starting materials: NC(=O)C1=C(C=CC=C1)B(O)O ([2-(aminocarbonyl)phenyl]boronic acid), C(C)(=O)OCC (Ethyl acetate), BrC1=CC=C(C=C1)C(CN1CCCC1)N(C(CN(C)C1=CC(=C(C=C1)Cl)Cl)=O)C (N1-[1-(4-bromophenyl)-2-(1-pyrrolidinyl)ethyl]-N2-(3,4-dichlorophenyl)-N1,N2-dimethylglycinamide), C(=O)([O-])[O-].[Na+].[Na+] (Na2CO3). Reagents/catalysts: C1=CC=C(C=C1)P([C-]2C=CC=C2)C3=CC=CC=C3.C1=CC=C(C=C1)P([C-]2C=CC=C2)C3=CC=CC=C3.Cl[Pd]Cl.[Fe+2] (Pd(dppf)2Cl2). Run in [Cl-].[Na+].O (brine), CN(C)C=O (DMF), O (water). Reaction conditions: temperature 80 celsius, time 18 hour. Yields the product ClC=1C=C(C=CC1Cl)N(CC(=O)N(C(CN1CCCC1)C1=CC=C(C=C1)C=1C(=CC=CC1)C(=O)N)C)C (4′-[1-[[N-(3 4-dichlorophenyl)-N-methylglycyl](methyl)amino]-2-(1-pyrrolidinyl)ethyl]-2-biphenylcarboxamide). Isolated yield 47.3%. RXN SMILES: Br[C:2]1[CH:7]=[CH:6][C:5]([CH:8]([N:15]([CH3:29])[C:16](=[O:28])[CH2:17][N:18]([C:20]2[CH:25]=[CH:24][C:23]([Cl:26])=[C:22]([Cl:27])[CH:21]=2)[CH3:19])[CH2:9][N:10]2[CH2:14][CH2:13][CH2:12][CH2:11]2)=[CH:4][CH:3]=1.[NH2:30][C:31]([C:33]1[CH:38]=[CH:37][CH:36]=[CH:35][C:34]=1B(O)O)=[O:32].C([O-])([O-])=O.[Na+].[Na+].C(OCC)(=O)C>CN(C=O)C.O.[Cl-].[Na+].O.C1C=CC(P(C2C=CC=CC=2)[C-]2C=CC=C2)=CC=1.C1C=CC(P(C2C=CC=CC=2)[C-]2C=CC=C2)=CC=1.Cl[Pd]Cl.[Fe+2]>[Cl:27][C:22]1[CH:21]=[C:20]([N:18]([CH3:19])[CH2:17][C:16]([N:15]([CH3:29])[CH:8]([C:5]2[CH:6]=[CH:7][C:2]([C:34]3[C:33]([C:31]([NH2:30])=[O:32])=[CH:38][CH:37]=[CH:36][CH:35]=3)=[CH:3][CH:4]=2)[CH2:9][N:10]2[CH2:14][CH2:13][CH2:12][CH2:11]2)=[O:28])[CH:25]=[CH:24][C:23]=1[Cl:26] |f:2.3.4,8.9.10,11.12.13.14|. Procedure: N1-[1-(4-bromophenyl)-2-(1-pyrrolidinyl)ethyl]-N2-(3,4-dichlorophenyl)-N1,N2-dimethylglycinamide (100 mg, 0.200 mmol) was dissolved in 1.5 mL of DMF and combined with [2-(aminocarbonyl)phenyl]boronic acid (40 mg, 0.240 mmol), Pd(dppf)2Cl2 (8 mg, 0.01 mmol), and 400 uL of 2M Na2CO3 in water. The reaction mixture was heated to at 80° C. and stirred for 18 h. Ethyl acetate (4 mL) and brine (4 mL) were added and the reaction mixture was filtered. The organic layer was separated and the solvent was r... Starting materials: CCN(C(C)C)C(C)C, FC(F)(F)c1nnc2ccc(Cl)nn12, c1ccc2c(C3CCNCC3)c[nH]c2c1, CN(C)C=O. Product: FC(F)(F)c1nnc2ccc(N3CCC(c4c[nH]c5ccccc45)CC3)nn12. As a reaction SMILES: [CH:30]([N:31]([CH2:32][CH3:33])[CH:34]([CH3:35])[CH3:36])([CH3:37])[CH3:38].[Cl:1][c:2]1[cH:3][cH:4][c:5]2[n:6]([n:7]1)[c:8]([C:11]([F:12])([F:13])[F:14])[n:9][n:10]2.[NH:15]1[CH2:16][CH2:17][CH:18]([c:21]2[cH:22][nH:23][c:24]3[cH:25][cH:26][cH:27][cH:28][c:29]23)[CH2:19][CH2:20]1.[O:39]=[CH:40][N:41]([CH3:42])[CH3:43]>>[c:2]1([N:15]2[CH2:16][CH2:17][CH:18]([c:21]3[cH:22][nH:23][c:24]4[cH:25][cH:26][cH:27][cH:28][c:29]34)[CH2:19][CH2:20]2)[cH:3][cH:4][c:5]2[n:6]([n:7]1)[c:8]([C:11]([F:12])([F:13])[F:14])[n:9][n:10]2. The reactants are C1(=CC=CC=C1)C1OCCN2C1=NC(=N2)N (8-phenyl-6,8-dihydro-5H-[1,2,4]triazolo[5,1-c][1,4]oxazin-2-amine), CC1=NSC(=N1)N1CCC(CC1)=O (1-(3-methyl-1,2,4-thiadiazol-5-yl)piperidin-4-one). The product is CC1=NSC(=N1)N1CCC(CC1)NC1=NN2C(C(OCC2)C2=CC=CC=C2)=N1 (N-(1-(3-Methyl-1,2,4-thiadiazol-5-yl)piperidin-4-yl)-8-phenyl-6,8-dihydro-5H-[1,2,4]triazolo[5,1-c][1,4]oxazin-2-amine). As a reaction SMILES: [C:1]1([CH:7]2[C:12]3=[N:13][C:14]([NH2:16])=[N:15][N:11]3[CH2:10][CH2:9][O:8]2)[CH:6]=[CH:5][CH:4]=[CH:3][CH:2]=1.[CH3:17][C:18]1[N:22]=[C:21]([N:23]2[CH2:28][CH2:27][C:26](=O)[CH2:25][CH2:24]2)[S:20][N:19]=1>>[CH3:17][C:18]1[N:22]=[C:21]([N:23]2[CH2:24][CH2:25][CH:26]([NH:16][C:14]3[N:13]=[C:12]4[CH:7]([C:1]5[CH:2]=[CH:3][CH:4]=[CH:5][CH:6]=5)[O:8][CH2:9][CH2:10][N:11]4[N:15]=3)[CH2:27][CH2:28]2)[S:20][N:19]=1. Procedure: Prepared in analogy to example 261a employing 8-phenyl-6,8-dihydro-5H-[1,2,4]triazolo[5,1-c][1,4]oxazin-2-amine and 1-(3-methyl-1,2,4-thiadiazol-5-yl)piperidin-4-one (see example 1d). The title compound was obtained as an white foam.